Dataset: the Open Reaction Database (ORD), a public repository of structured organic reaction records. Task: describe an organic reaction: reactants, conditions, products, and yield The reactants are BrC=1C=C(C=2C(=NN(C2C1)C(C)C)C)C(=O)O (6-bromo-3-methyl-1-(1-methylethyl)-1H-indazole-4-carboxylic acid), NCC=1C(NC(=CC1CCC)C)=O (3-(aminomethyl)-6-methyl-4-propyl-2(1H)-pyridinone). Yields the product BrC=1C=C(C=2C(=NN(C2C1)C(C)C)C)C(=O)NCC=1C(NC(=CC1CCC)C)=O (6-bromo-1-isopropyl-3-methyl-N-((6-methyl-2-oxo-4-propyl-1,2-dihydropyridin-3-yl)methyl)-1H-indazole-4-carboxamide). RXN SMILES: [Br:1][C:2]1[CH:3]=[C:4]([C:15]([OH:17])=O)[C:5]2[C:6]([CH3:14])=[N:7][N:8]([CH:11]([CH3:13])[CH3:12])[C:9]=2[CH:10]=1.[NH2:18][CH2:19][C:20]1[C:21](=[O:30])[NH:22][C:23]([CH3:29])=[CH:24][C:25]=1[CH2:26][CH2:27][CH3:28]>>[Br:1][C:2]1[CH:3]=[C:4]([C:15]([NH:18][CH2:19][C:20]2[C:21](=[O:30])[NH:22][C:23]([CH3:29])=[CH:24][C:25]=2[CH2:26][CH2:27][CH3:28])=[O:17])[C:5]2[C:6]([CH3:14])=[N:7][N:8]([CH:11]([CH3:12])[CH3:13])[C:9]=2[CH:10]=1. Procedure: The title compound was prepared in the same manner as described for example 3 (step c) from 6-bromo-3-methyl-1-(1-methylethyl)-1H-indazole-4-carboxylic acid (0.24 g, 0.808 mmol) and 3-(aminomethyl)-6-methyl-4-propyl-2(1H)-pyridinone (0.219 g, 1.010 mmol). The title compound was collected as a white solid (0.35 g, 92%); 1H NMR (400 MHz, DMSO-d6) δ ppm 0.92 (t, J=7.33 Hz, 3H) 1.41 (d, J=6.57 Hz, 6H) 1.49-1.60 (m, 2H) 2.12 (s, 3H) 2.39 (s, 3H) 2.53 (s, 1H) 4.33 (d, J=5.05 Hz, 2H) 4.88-5.00 (m, 1H) ...